Dataset: the Open Reaction Database (ORD), a public repository of structured organic reaction records. Task: describe an organic reaction: reactants, conditions, products, and yield Starting materials: C1=CC=C(C=C1)N.Cl (aniline salt), C(C1=CC=CC=C1)OC(=O)N(C)CC(=O)N[C@@H](CC1=CC=C(C=C1)O)C(=O)N[C@@H](C)C(=O)N[C@@H](C)P(O)(O)=O ((1R)-1-[(N-benzyloxycarbonyl-sarcosyl-L-tyrosyl-L-alanyl)amino]-ethylphosphonic acid), [H][H] (hydrogen). The reagents and catalysts are [Pd] (palladium-on-carbon). Solvent: C(C)(=O)O (acetic acid), C(C)(=O)O (Acetic acid). Run at time 8 hour. The product is N(C)CC(=O)N[C@@H](CC1=CC=C(C=C1)O)C(=O)N[C@@H](C)C(=O)N[C@@H](C)P(O)(O)=O ((1R)-1-(N-sarcosyl-L-tyrosyl-L-alanylamino)-ethylphosphonic acid). As a reaction SMILES: C1C=CC(N)=CC=1.Cl.C(O[C:17]([N:19]([CH2:21][C:22]([NH:24][C@H:25]([C:34]([NH:36][C@H:37]([C:39]([NH:41][C@H:42]([P:44](=[O:47])([OH:46])[OH:45])[CH3:43])=[O:40])[CH3:38])=[O:35])[CH2:26][C:27]1[CH:32]=[CH:31][C:30]([OH:33])=[CH:29][CH:28]=1)=[O:23])C)=O)C1C=CC=CC=1.[H][H]>C(O)(=O)C.[Pd]>[NH:19]([CH2:21][C:22]([NH:24][C@H:25]([C:34]([NH:36][C@H:37]([C:39]([NH:41][C@H:42]([P:44](=[O:45])([OH:47])[OH:46])[CH3:43])=[O:40])[CH3:38])=[O:35])[CH2:26][C:27]1[CH:32]=[CH:31][C:30]([OH:33])=[CH:29][CH:28]=1)=[O:23])[CH3:17] |f:0.1|. Reported procedure: The aniline salt of (1R)-1-[(N-benzyloxycarbonyl-sarcosyl-L-tyrosyl-L-alanyl)amino]-ethylphosphonic acid was suspended in acetic acid and 10% palladium-on-carbon was added under argon. Acetic acid was then added. The mixture was stirred overnight at room temperature and then hydrogenated until the uptake of hydrogen ceased. The catalyst was filtered off and the filtrate was evaporated. The residual solid was triturated with methanol, filtered off, washed and dried. The solid was purified by repr... Yields the product CC(C)(C)OC(=O)N1CCC(OCC(=O)N2CCCCC2)CC1. Starting materials: CCCC[N+](CCCC)(CCCC)CCCC, Cc1ccccc1, O=C(CCl)N1CCCCC1, [Na+], [OH-], O, CC(C)(C)OC(=O)N1CCC(O)CC1, O=S(=O)([O-])O. RXN SMILES: [CH2:39]([N+:40]([CH2:41][CH2:42][CH2:43][CH3:44])([CH2:45][CH2:46][CH2:47][CH3:48])[CH2:49][CH2:50][CH2:51][CH3:52])[CH2:53][CH2:54][CH3:55].[CH3:25][c:26]1[cH:27][cH:28][cH:29][cH:30][cH:31]1.[Cl:15][CH2:16][C:17](=[O:18])[N:19]1[CH2:20][CH2:21][CH2:22][CH2:23][CH2:24]1.[Na+:33].[OH-:32].[OH2:56].[OH:1][CH:2]1[CH2:3][CH2:4][N:5]([C:8](=[O:9])[O:10][C:11]([CH3:12])([CH3:13])[CH3:14])[CH2:6][CH2:7]1.[S:34]([O-:35])([OH:36])(=[O:37])=[O:38]>>[O:1]([CH:2]1[CH2:3][CH2:4][N:5]([C:8](=[O:9])[O:10][C:11]([CH3:12])([CH3:13])[CH3:14])[CH2:6][CH2:7]1)[CH2:16][C:17](=[O:18])[N:19]1[CH2:20][CH2:21][CH2:22][CH2:23][CH2:24]1.